This data is from the Open Reaction Database (ORD), a public repository of structured organic reaction records. The task is: describe an organic reaction: reactants, conditions, products, and yield The reactants are ClC1=C(C=CC(=C1)O)C(C(C(F)(F)F)(O)C=1C=CC(N(C1)C)=O)C (5-[2-(2-Chloro-4-hydroxy-phenyl)-1-hydroxy-1-trifluoromethyl-propyl]-1-methyl-1H-pyridin-2-one), FC=1C=C(C#N)C=CC1F (3,4-difluorobenzonitrile), C([O-])([O-])=O.[Cs+].[Cs+] (cesium carbonate), CCOC(=O)C (EtOAc), ice water. Solvent: CN(C(C)=O)C (N,N-dimethylacetamide). Conditions: time 18 hour. The product is ClC=1C=C(OC2=C(C=C(C#N)C=C2)F)C=CC1C(C(C(F)(F)F)(C1=CN(C(C=C1)=O)C)O)C (4-{3-Chloro-4-[3,3,3-trifluoro-2-hydroxy-1-methyl-2-(1-methyl-6-oxo-1,6-dihydro-pyridin-3-yl)-propyl]-phenoxy}-3-fluoro-benzonitrile). Yield: 100.1%. As a reaction SMILES: [Cl:1][C:2]1[CH:7]=[C:6]([OH:8])[CH:5]=[CH:4][C:3]=1[CH:9]([CH3:24])[C:10]([C:16]1[CH:17]=[CH:18][C:19](=[O:23])[N:20]([CH3:22])[CH:21]=1)([OH:15])[C:11]([F:14])([F:13])[F:12].[F:25][C:26]1[CH:27]=[C:28]([CH:31]=[CH:32][C:33]=1F)[C:29]#[N:30].C(=O)([O-])[O-].[Cs+].[Cs+].CCOC(C)=O>CN(C)C(=O)C>[Cl:1][C:2]1[CH:7]=[C:6]([CH:5]=[CH:4][C:3]=1[CH:9]([CH3:24])[C:10]([OH:15])([C:16]1[CH:17]=[CH:18][C:19](=[O:23])[N:20]([CH3:22])[CH:21]=1)[C:11]([F:13])([F:14])[F:12])[O:8][C:33]1[CH:32]=[CH:31][C:28]([C:29]#[N:30])=[CH:27][C:26]=1[F:25] |f:2.3.4|. Procedure details: To a solution of 5-[2-(2-chloro-4-hydroxy-phenyl)-1-hydroxy-1-trifluoromethyl-propyl]-1-methyl-1H-pyridin-2-one (Example 196, 100 mg) in N,N-dimethylacetamide (2 ml) were added 3,4-difluorobenzonitrile (46 mg) and cesium carbonate (272 mg). The mixture was stirred for 18 h at room temperature. EtOAc and ice water were added and the mixture was extracted with EtOAc. The organic phase was washed with water, dried (MgSO4), filtered and concentrated to dryness. The product was purified by chromatogr... Starting materials: C(C)(C)C=1NC=CN1 (2-isopropylimidazol), FC1=CC=C(C(=O)OCC)C=C1 (ethyl 4-fluorobenzoate). Product: C(C)(C)C=1N(C=CN1)C1=CC=C(CO)C=C1 (4-(2-Isopropylimidazol-1-yl)benzyl alcohol). Reaction SMILES: [CH:1]([C:4]1[NH:5][CH:6]=[CH:7][N:8]=1)([CH3:3])[CH3:2].F[C:10]1[CH:20]=[CH:19][C:13]([C:14](OCC)=[O:15])=[CH:12][CH:11]=1>>[CH:1]([C:4]1[N:5]([C:10]2[CH:20]=[CH:19][C:13]([CH2:14][OH:15])=[CH:12][CH:11]=2)[CH:6]=[CH:7][N:8]=1)([CH3:3])[CH3:2]. Reported procedure: Prepared from 2-isopropylimidazol and ethyl 4-fluorobenzoate.